From a dataset of the Open Reaction Database (ORD), a public repository of structured organic reaction records. describe an organic reaction: reactants, conditions, products, and yield The reactants are Cc1ccc2ccnc(Cl)c2n1, Nc1ccc(F)cn1. Product: Cc1ccc2ccnc(Nc3ccc(F)cn3)c2n1. Reaction SMILES: [Cl:1][c:2]1[n:3][cH:4][cH:5][c:6]2[cH:7][cH:8][c:9]([CH3:12])[n:10][c:11]12.[NH2:13][c:14]1[n:15][cH:16][c:17]([F:20])[cH:18][cH:19]1>>[c:2]1([NH:13][c:14]2[n:15][cH:16][c:17]([F:20])[cH:18][cH:19]2)[n:3][cH:4][cH:5][c:6]2[cH:7][cH:8][c:9]([CH3:12])[n:10][c:11]12. Conditions: temperature 0 celsius, time 1.5 hour. The reactants are O(S(=O)(=O)C(F)(F)F)S(=O)(=O)C(F)(F)F (Tf2O), CC1=C(C=C(C=C1)C1(COC1)C)O (2-methyl-5-(3-methyloxetan-3-yl)phenol), N1=CC=CC=C1 (pyridine). Reaction SMILES: [O:1](S(C(F)(F)F)(=O)=O)[S:2]([C:5]([F:8])([F:7])[F:6])(=[O:4])=[O:3].[CH3:16][C:17]1[CH:22]=[CH:21][C:20]([C:23]2([CH3:27])[CH2:26][O:25][CH2:24]2)=[CH:19][C:18]=1O.N1C=CC=CC=1>C(Cl)Cl>[F:6][C:5]([F:8])([F:7])[S:2]([O:1][C:18]1[CH:19]=[C:20]([C:23]2([CH3:27])[CH2:26][O:25][CH2:24]2)[CH:21]=[CH:22][C:17]=1[CH3:16])(=[O:4])=[O:3]. Yields the product FC(S(=O)(=O)OC1=C(C=CC(=C1)C1(COC1)C)C)(F)F (2-methyl-5-(3-methyloxetan-3-yl)phenyl trifluoromethanesulfonate). Run in C(Cl)Cl (DCM). Reported procedure: Tf2O (3.07 mL, 18.2 mmol) was added dropwise to a solution of 2-methyl-5-(3-methyloxetan-3-yl)phenol (2.70 g, 15.2 mmol) and pyridine (1.71 mL, 21.2 mmol) in DCM (25 mL) at 0° C. The red/orange mixture was stirred at 0° C. for 1.5 h, then partitioned between DCM and water. The aqueous layer was extracted with DCM (2×). The combined organic layers were dried (Na2SO4), filtered, and concentrated. The residue was purified by silica gel chromatography (0-40% EtOAc/heptane) to provide 2-methyl-5-(3-m...